Dataset: the Open Reaction Database (ORD), a public repository of structured organic reaction records. Task: describe an organic reaction: reactants, conditions, products, and yield The reactants are CC(=O)O, CCO, CCNC(=O)c1ccc(-n2nnc(C(=O)NC3CC3)c2C=Cc2cccc(F)c2)cc1. The product is CCNC(=O)c1ccc(-n2nnc(C(=O)NC3CC3)c2CCc2cccc(F)c2)cc1. Reaction SMILES: [C:32]([OH:33])(=[O:34])[CH3:35].[CH2:36]([OH:37])[CH3:38].[CH:1]1([NH:4][C:5](=[O:6])[c:7]2[n:8][n:9][n:10](-[c:21]3[cH:22][cH:23][c:24]([C:27](=[O:28])[NH:29][CH2:30][CH3:31])[cH:25][cH:26]3)[c:11]2[CH:12]=[CH:13][c:14]2[cH:15][c:16]([F:20])[cH:17][cH:18][cH:19]2)[CH2:2][CH2:3]1>>[CH:1]1([NH:4][C:5](=[O:6])[c:7]2[n:8][n:9][n:10](-[c:21]3[cH:22][cH:23][c:24]([C:27](=[O:28])[NH:29][CH2:30][CH3:31])[cH:25][cH:26]3)[c:11]2[CH2:12][CH2:13][c:14]2[cH:15][c:16]([F:20])[cH:17][cH:18][cH:19]2)[CH2:2][CH2:3]1. Starting materials: C(C)C(\C=C\C=C\C1=CC=C(C=C1)OCC(C(F)F)(F)F)O (Ethyl (2E,4E)-5-[4-(2,2,3,3-tetrafluoropropoxy)phenyl]-2,4-pentadien-1-ol). The reagents and catalysts are [O-2].[O-2].[Mn+4] (manganese dioxide). The product is FC(COC1=CC=C(C=C1)/C=C/C=C/C=O)(C(F)F)F ((2E,4E)-5-[4-(2,2,3,3-Tetrafluoropropoxy)phenyl]-2,4-pentadienal). Yield: 96.0%. RXN SMILES: C([CH:3]([OH:22])/[CH:4]=[CH:5]/[CH:6]=[CH:7]/[C:8]1[CH:13]=[CH:12][C:11]([O:14][CH2:15][C:16]([F:21])([F:20])[CH:17]([F:19])[F:18])=[CH:10][CH:9]=1)C>[O-2].[O-2].[Mn+4]>[F:20][C:16]([F:21])([CH:17]([F:18])[F:19])[CH2:15][O:14][C:11]1[CH:10]=[CH:9][C:8](/[CH:7]=[CH:6]/[CH:5]=[CH:4]/[CH:3]=[O:22])=[CH:13][CH:12]=1 |f:1.2.3|. Procedure: Ethyl (2E,4E)-5-[4-(2,2,3,3-tetrafluoropropoxy)phenyl]-2,4-pentadien-1-ol was treated with active manganese dioxide in the same manner as in Reference example 22 to obtain the title compound having a melting point of 53 to 55° C. in a yield of 96%. As a reaction SMILES: [CH2:49]([Cl:50])[Cl:51].[CH:2]1([c:6]2[s:7][cH:8][c:9]([CH2:11][P+:12]([c:13]3[cH:14][cH:15][cH:16][cH:17][cH:18]3)([c:19]3[cH:20][cH:21][cH:22][cH:23][cH:24]3)[c:25]3[cH:26][cH:27][cH:28][cH:29][cH:30]3)[n:10]2)[CH2:3][CH2:4][CH2:5]1.[Cl-:1].[H-:31].[N+:33](=[O:34])([O-:35])[c:36]1[cH:37][c:38]([CH:39]=[O:40])[cH:41][cH:42][cH:43]1.[Na+:32].[O:44]1[CH2:45][CH2:46][CH2:47][CH2:48]1>>[CH:2]1([c:6]2[s:7][cH:8][c:9]([CH:11]=[CH:39][c:38]3[cH:37][c:36]([N+:33](=[O:34])[O-:35])[cH:43][cH:42][cH:41]3)[n:10]2)[CH2:3][CH2:4][CH2:5]1. The product is O=[N+]([O-])c1cccc(C=Cc2csc(C3CCC3)n2)c1. Starting materials: ClCCl, c1ccc([P+](Cc2csc(C3CCC3)n2)(c2ccccc2)c2ccccc2)cc1, [Cl-], [H-], O=Cc1cccc([N+](=O)[O-])c1, [Na+], C1CCOC1. Reaction SMILES: [Br:1][c:2]1[c:3]([NH2:4])[cH:5][cH:6][c:7]([O:9][CH3:10])[cH:8]1.[C:11](#[C:12][C:13](=[O:14])[O:15][CH3:16])[C:17](=[O:18])[O:19][CH3:20].[CH3:21][CH2:22][OH:23].[CH3:24][S:25]([CH3:26])=[O:27].[CH3:28][OH:29]>>[Br:1][c:2]1[c:3]([NH:4][C:12](=[CH:11][C:17](=[O:18])[O:19][CH3:20])[C:13](=[O:14])[O:15][CH3:16])[cH:5][cH:6][c:7]([O:9][CH3:10])[cH:8]1. The reactants are COc1ccc(N)c(Br)c1, COC(=O)C#CC(=O)OC, CCO, CS(C)=O, CO. The product is COC(=O)C=C(Nc1ccc(OC)cc1Br)C(=O)OC. Reported procedure: A solution of 4-[4-(4-methyl-6-oxo-1,4,5,6-tetrahydro-pyridazin-3-yl)-phenoxy]-piperidine-1-carboxylic acid tert-butyl ester (1 g, 2.5 mmol) in methylene chloride at RT was treated with trifluoroacetic acid (3 mL, 38.9 mmol) and stirred at RT for 3 h. TFA was evaporated at reduced pressure to obtain 5-methyl-6-[4-(piperidin-4-yloxy)-phenyl]-4,5-dihydro-2H-pyridazin-3-one (0.35 g, 47%), MS m/z 288 (M+H). The product is CC1CC(NN=C1C1=CC=C(C=C1)OC1CCNCC1)=O (5-methyl-6-[4-(piperidin-4-yloxy)-phenyl]-4,5-dihydro-2H-pyridazin-3-one). Reaction conditions: time 3 hour. Reaction SMILES: C(OC([N:8]1[CH2:13][CH2:12][CH:11]([O:14][C:15]2[CH:20]=[CH:19][C:18]([C:21]3[CH:26]([CH3:27])[CH2:25][C:24](=[O:28])[NH:23][N:22]=3)=[CH:17][CH:16]=2)[CH2:10][CH2:9]1)=O)(C)(C)C.FC(F)(F)C(O)=O>C(Cl)Cl>[CH3:27][CH:26]1[C:21]([C:18]2[CH:17]=[CH:16][C:15]([O:14][CH:11]3[CH2:12][CH2:13][NH:8][CH2:9][CH2:10]3)=[CH:20][CH:19]=2)=[N:22][NH:23][C:24](=[O:28])[CH2:25]1. Isolated yield 48.7%. The solvent is C(Cl)Cl (methylene chloride). Reactants: C(C)(C)(C)OC(=O)N1CCC(CC1)OC1=CC=C(C=C1)C1=NNC(CC1C)=O (4-[4-(4-methyl-6-oxo-1,4,5,6-tetrahydro-pyridazin-3-yl)-phenoxy]-piperidine-1-carboxylic acid tert-butyl ester), FC(C(=O)O)(F)F (trifluoroacetic acid). Reactants: C(C)(=O)O (acetic acid), O1CCC(CC1)=O (Tetrahydro-4H-pyran-4-one), COC=1C=C(C=CC1)CC(=O)Cl (3-Methoxyphenylacetyl chloride), [Li+].C[Si](C)(C)[N-][Si](C)(C)C (LHMDS). The solvent is O (water), C1(=CC=CC=C1)C (toluene). Conditions: temperature 0 celsius, time 5 minute. Product: COC=1C=C(C=CC1)CC(=O)C1COCCC1=O (3-(2-(3-methoxyphenyl)acetyl)dihydro-2H-pyran-4(3H)-one). The yield is 46.2%. Reaction SMILES: [O:1]1[CH2:6][CH2:5][C:4](=[O:7])[CH2:3][CH2:2]1.[Li+].C[Si]([N-][Si](C)(C)C)(C)C.[CH3:18][O:19][C:20]1[CH:21]=[C:22]([CH2:26][C:27](Cl)=[O:28])[CH:23]=[CH:24][CH:25]=1.C(O)(=O)C>C1(C)C=CC=CC=1.O>[CH3:18][O:19][C:20]1[CH:21]=[C:22]([CH2:26][C:27]([CH:3]2[C:4](=[O:7])[CH2:5][CH2:6][O:1][CH2:2]2)=[O:28])[CH:23]=[CH:24][CH:25]=1 |f:1.2|. Reported procedure: Tetrahydro-4H-pyran-4-one (0.138 mL, 1.50 mmol) was dissolved in toluene (1 mL) and cooled to 0° C. LHMDS (1.573 mL, 1.57 mmol) was added. 3-Methoxyphenylacetyl chloride (0.117 mL, 0.75 mmol) was added after 2 minutes. After 5 minutes, acetic acid (0.129 mL, 2.25 mmol) and water was added. The organic phase was separated and the crude product was purified by flash column chromatography (EtOAc 0-40% in heptane) yielding 3-(2-(3-methoxyphenyl)acetyl)dihydro-2H-pyran-4(3H)-one (86 mg, 46%). The reactants are ClC1=C(C(=CC=C1)F)C=1N=C(SC1)N (4-(2-chloro-6-fluorophenyl)-1,3-thiazol-2-amine), C(CC)C1=CC=C(C=C1)S(=O)(=O)Cl (4-n-propylbenzenesulfonyl chloride). Yields the product ClC1=C(C(=CC=C1)F)C=1N=C(SC1)NS(=O)(=O)C1=CC=C(C=C1)CCC (N-[4-(2-Chloro-6-fluorophenyl)-1,3-thiazol-2-yl]-4-propylbenzenesulfonamide), solid. As a reaction SMILES: [Cl:1][C:2]1[CH:7]=[CH:6][CH:5]=[C:4]([F:8])[C:3]=1[C:9]1[N:10]=[C:11]([NH2:14])[S:12][CH:13]=1.[CH2:15]([C:18]1[CH:23]=[CH:22][C:21]([S:24](Cl)(=[O:26])=[O:25])=[CH:20][CH:19]=1)[CH2:16][CH3:17]>>[Cl:1][C:2]1[CH:7]=[CH:6][CH:5]=[C:4]([F:8])[C:3]=1[C:9]1[N:10]=[C:11]([NH:14][S:24]([C:21]2[CH:22]=[CH:23][C:18]([CH2:15][CH2:16][CH3:17])=[CH:19][CH:20]=2)(=[O:26])=[O:25])[S:12][CH:13]=1. Procedure: The title compound was prepared from 4-(2-chloro-6-fluorophenyl)-1,3-thiazol-2-amine (62 mg) and 4-n-propylbenzenesulfonyl chloride (59 mg) as descibed in the synthetic METHOD B to give a white solid (30.7 mg) with purity >90%: MS (pos) m/z 411.3, 413.3; MS (neg) m/z 409.5, 411.5. Reactants: O=C1CCN(CC1)C1=CC=C(C=C1)NS(=O)(=O)CCCC (Butane-1-sulfonic acid [4-(4-oxo-piperidine-1-yl)-phenyl]-amide), C(C1=CC=CC=C1)OC(CBr)=O (benzyl-2-bromoacetate). Yields the product C(C1=CC=CC=C1)OC(CN(C1=CC=C(C=C1)N1CCC(CC1)=O)S(=O)(=O)CCCC)=O ({(Butane-1-sulfonyl)-[4-(4-oxo-piperidine-1-yl)-phenyl]-amino}-acetic acid benzyl ester). RXN SMILES: [O:1]=[C:2]1[CH2:7][CH2:6][N:5]([C:8]2[CH:13]=[CH:12][C:11]([NH:14][S:15]([CH2:18][CH2:19][CH2:20][CH3:21])(=[O:17])=[O:16])=[CH:10][CH:9]=2)[CH2:4][CH2:3]1.[CH2:22]([O:29][C:30](=[O:33])[CH2:31]Br)[C:23]1[CH:28]=[CH:27][CH:26]=[CH:25][CH:24]=1>>[CH2:22]([O:29][C:30](=[O:33])[CH2:31][N:14]([S:15]([CH2:18][CH2:19][CH2:20][CH3:21])(=[O:17])=[O:16])[C:11]1[CH:10]=[CH:9][C:8]([N:5]2[CH2:4][CH2:3][C:2](=[O:1])[CH2:7][CH2:6]2)=[CH:13][CH:12]=1)[C:23]1[CH:28]=[CH:27][CH:26]=[CH:25][CH:24]=1. Procedure: The title compound was prepared from butane-1-sulfonic acid [4-(4-oxo-piperidine-1-yl)-phenyl]-amide (which was obtained in Example 228) and benzyl-2-bromoacetate according to the procedure of Example 251 as an orange oil; 1H NMR (300 MHz, CDCl3) δ 0.91 (t, J=7.29 Hz, 3H), 1.34-1.47 (m, 2H), 1.75-1.86 (m, 2H), 2.55 (t, J=6.09 Hz, 4H), 3.17-3.23 (m, 2H), 3.62 (t, J=6.00 Hz, 4H), 4.45 (s, 2H), 5.18 (s, 2H), 6.87-6.92 (m, 2H), 7.30-7.40 (m, 7H); MS (ES) m/z: 459.0 (MH+); HRMS found for C24H30N2O5S:...